This data is from the Open Reaction Database (ORD), a public repository of structured organic reaction records. The task is: describe an organic reaction: reactants, conditions, products, and yield The reactants are C(C1=CC=CC=C1)OC=1C=C(C=C(C1)C)NC(C(C)(C)O)=O (N-(3-Benzyloxy-5-methylphenyl)-2-hydroxy-2-methylpropanamide), [OH-].[Na+] (NaOH), C(C)O (ethanol). Run in O (water). Product: C(C1=CC=CC=C1)OC=1C=C(N)C=C(C1)C (3-Benzyloxy-5-methylaniline). The yield is 62.1%. RXN SMILES: [CH2:1]([O:8][C:9]1[CH:10]=[C:11]([NH:16]C(=O)C(O)(C)C)[CH:12]=[C:13]([CH3:15])[CH:14]=1)[C:2]1[CH:7]=[CH:6][CH:5]=[CH:4][CH:3]=1.[OH-].[Na+].C(O)C>O>[CH2:1]([O:8][C:9]1[CH:10]=[C:11]([CH:12]=[C:13]([CH3:15])[CH:14]=1)[NH2:16])[C:2]1[CH:3]=[CH:4][CH:5]=[CH:6][CH:7]=1 |f:1.2|. Procedure: N-(3-Benzyloxy-5-methylphenyl)-2-hydroxy-2-methylpropanamide (600 mg, 2.0 mmol), as prepared in the preceding step, was mixed with 10N NaOH (25 mL) and ethanol (10 mL), and the mixture was refluxed for 2 days. After cooling to ambient temperature, the mixture was diluted with water (60 mL) and extracted with dichloromethane (3×60 mL). The dichloromethane solution was washed with brine (2×50 mL) and dried over Na2SO4. After evaporating the solvent in vacuo, the residue was purified by flash colum... The product is CCOC(=O)c1cn(C)c2nc3cc(N4CC(N(C)C)C4)c(F)cc3cc2c1=O. Reactants: CCOC(=O)c1cn(C)c2nc3cc(F)c(F)cc3cc2c1=O, CN(C)C1CNC1, CS(C)=O, Cl, Cl, [Na+], [Na+], O=C([O-])[O-], O. As a reaction SMILES: [CH2:1]([CH3:2])[O:3][C:4](=[O:5])[c:6]1[c:7](=[O:23])[c:8]2[cH:9][c:10]3[c:11]([n:12][c:13]2[n:14]([CH3:16])[cH:15]1)[cH:17][c:18]([F:22])[c:19]([F:21])[cH:20]3.[CH3:26][N:27]([CH:28]1[CH2:29][NH:30][CH2:31]1)[CH3:32].[CH3:40][S:41](=[O:42])[CH3:43].[ClH:24].[ClH:25].[Na+:33].[Na+:34].[O-:35][C:36](=[O:37])[O-:38].[OH2:39]>>[CH2:1]([CH3:2])[O:3][C:4](=[O:5])[c:6]1[c:7](=[O:23])[c:8]2[cH:9][c:10]3[c:11]([n:12][c:13]2[n:14]([CH3:16])[cH:15]1)[cH:17][c:18]([N:30]1[CH2:29][CH:28]([N:27]([CH3:26])[CH3:32])[CH2:31]1)[c:19]([F:21])[cH:20]3. The reactants are CC(=O)O[BH-](OC(C)=O)OC(C)=O, O=C([O-])O, C=O, COC(=O)c1ccc(CNCC2CCCN2C(=O)OC(C)(C)C)cc1, CC(=O)O, CC(Cl)Cl, [Na+], [Na+]. Product: COC(=O)c1ccc(CN(C)CC2CCCN2C(=O)OC(C)(C)C)cc1. Reaction SMILES: [C:32]([O:33][BH-:34]([O:35][C:36](=[O:37])[CH3:38])[O:39][C:40](=[O:41])[CH3:42])(=[O:43])[CH3:44].[C:46](=[O:47])([OH:48])[O-:49].[CH2:30]=[O:31].[CH3:1][O:2][C:3](=[O:4])[c:5]1[cH:6][cH:7][c:8]([CH2:11][NH:12][CH2:13][CH:14]2[N:15]([C:19](=[O:20])[O:21][C:22]([CH3:23])([CH3:24])[CH3:25])[CH2:16][CH2:17][CH2:18]2)[cH:9][cH:10]1.[CH3:26][C:27](=[O:28])[OH:29].[Cl:51][CH:52]([Cl:53])[CH3:54].[Na+:45].[Na+:50]>>[CH3:1][O:2][C:3](=[O:4])[c:5]1[cH:6][cH:7][c:8]([CH2:11][N:12]([CH2:13][CH:14]2[N:15]([C:19](=[O:20])[O:21][C:22]([CH3:23])([CH3:24])[CH3:25])[CH2:16][CH2:17][CH2:18]2)[CH3:26])[cH:9][cH:10]1. Reactants: C(C)(C)(C)OC(=O)N1CC(CCC1)OC1=CC=C(C=C1)N (3-(4-Amino-phenoxy)-piperidine-1-carboxylic acid tert-butyl ester), NC1=NC(=NC=C1C(=O)C1=C(C=CC(=C1)F)OC)S(=O)(=O)CC ((4-amino-2-ethanesulfonyl-pyrimidin-5-yl)-(5-fluoro-2-methoxy-phenyl)-methanone). Yields the product C(C)OC(=O)N1CC(CCC1)OC1=CC=C(C=C1)NC1=NC=C(C(=N1)N)C(C1=C(C=CC(=C1)F)OC)=O (3-[4-[4-amino-5-(5-fluoro-2-methoxy-benzoyl)-pyrimidin-2-ylamino]-phenoxy]-piperidine-1-carboxylic acid ethyl ester). RXN SMILES: [C:1]([O:5][C:6]([N:8]1[CH2:13][CH2:12][CH2:11][CH:10]([O:14][C:15]2[CH:20]=[CH:19][C:18]([NH2:21])=[CH:17][CH:16]=2)[CH2:9]1)=[O:7])([CH3:4])(C)C.[NH2:22][C:23]1[C:28]([C:29]([C:31]2[CH:36]=[C:35]([F:37])[CH:34]=[CH:33][C:32]=2[O:38][CH3:39])=[O:30])=[CH:27][N:26]=[C:25](S(CC)(=O)=O)[N:24]=1>>[CH2:1]([O:5][C:6]([N:8]1[CH2:13][CH2:12][CH2:11][CH:10]([O:14][C:15]2[CH:20]=[CH:19][C:18]([NH:21][C:25]3[N:24]=[C:23]([NH2:22])[C:28]([C:29](=[O:30])[C:31]4[CH:36]=[C:35]([F:37])[CH:34]=[CH:33][C:32]=4[O:38][CH3:39])=[CH:27][N:26]=3)=[CH:17][CH:16]=2)[CH2:9]1)=[O:7])[CH3:4]. Procedure details: 3-(4-Amino-phenoxy)-piperidine-1-carboxylic acid tert-butyl ester ((prepared as described above in Example 139) and the compound of Example 48 were treated as in Example 113, the resulting product was then treated as in Example 114, and then as in Example 115 to give 3-[4-[4-amino-5-(5-fluoro-2-methoxy-benzoyl)-pyrimidin-2-ylamino]-phenoxy]-piperidine-1-carboxylic acid ethyl ester. MS(ES) (M+H)+=510. Reactants: N(=NC(=O)OC(C)C)C(=O)OC(C)C (diisopropyl azodicarboxylate), C([O-])(O)=O.[Na+] (sodium bicarbonate), BrC1=C(C=2C=NN(C2C=C1)C)O (5-bromo-1-methyl-1H-indazol-4-ol), C1(CC1)CO (cyclopropyl carbinol), C1(=CC=CC=C1)P(C1=CC=CC=C1)C1=CC=CC=C1 (triphenylphosphine). Run in O1CCCC1 (tetrahydrofuran). Conditions: temperature 0 celsius, time 16 hour. The product is BrC=1C(=C2C=NN(C2=CC1)C)OCC1CC1 (5-Bromo-4-(cyclopropylmethoxy)-1-methyl-1H-indazole). Yield: 79.0%. RXN SMILES: [Br:1][C:2]1[CH:10]=[CH:9][C:8]2[N:7]([CH3:11])[N:6]=[CH:5][C:4]=2[C:3]=1[OH:12].[CH:13]1([CH2:16]O)[CH2:15][CH2:14]1.C1(P(C2C=CC=CC=2)C2C=CC=CC=2)C=CC=CC=1.N(C(OC(C)C)=O)=NC(OC(C)C)=O.C(=O)(O)[O-].[Na+]>O1CCCC1>[Br:1][C:2]1[C:3]([O:12][CH2:16][CH:13]2[CH2:15][CH2:14]2)=[C:4]2[C:8](=[CH:9][CH:10]=1)[N:7]([CH3:11])[N:6]=[CH:5]2 |f:4.5|. Reported procedure: A solution of 5-bromo-1-methyl-1H-indazol-4-ol (73.7 mg, 0.324 mmol) and cyclopropyl carbinol (0.0386 mL, 0.489 mmol) in tetrahydrofuran (2.80 mL) was treated with triphenylphosphine (0.102 g, 0.390 mmol), cooled to 0° C., followed by dropwise addition of diisopropyl azodicarboxylate (0.0767 mL, 0.390 mmol). Reaction mixture was warmed to RT and stirred at RT for 16 h. The reaction mixture was poured into saturated sodium bicarbonate solution and extracted with ethyl acetate. Layers were separat... The reactants are C(C)(=O)O[C@H]1[C@@H](C2N=C(SC2O[C@@H]1COC(C)=O)NCC(F)F)OC(C)=O ((5R,6S,7R)-5-(acetoxymethyl)-2-(2,2-difluoroethylamino)-5,6,7,7a-tetrahydro-3aH-pyrano[3,2-d]thiazole-6,7-diyl diacetate), C(=O)([O-])[O-].[K+].[K+] (K2CO3). Solvent: CO (MeOH). Run at time 1.5 hour. Yields the product FCCNC=1SC2C(N1)[C@H]([C@@H]([C@H](O2)CO)O)O ((5R,6S,7R)-2-(2-fluoroethylamino)-5-(hydroxymethyl)-5,6,7,7a-tetrahydro-3aH-pyrano[3,2-d]thiazole-6,7-diol). The yield is 78.1%. As a reaction SMILES: C([O:4][C@@H:5]1[C@@H:13]([CH2:14][O:15]C(=O)C)[O:12][CH:11]2[CH:7]([N:8]=[C:9]([NH:19][CH2:20][CH:21](F)[F:22])[S:10]2)[C@H:6]1[O:24]C(=O)C)(=O)C.C([O-])([O-])=O.[K+].[K+]>CO>[F:22][CH2:21][CH2:20][NH:19][C:9]1[S:10][CH:11]2[O:12][C@H:13]([CH2:14][OH:15])[C@@H:5]([OH:4])[C@H:6]([OH:24])[CH:7]2[N:8]=1 |f:1.2.3|. Reported procedure: (5R,6S,7R)-5-(acetoxymethyl)-2-(2,2-difluoroethylamino)-5,6,7,7a-tetrahydro-3aH-pyrano[3,2-d]thiazole-6,7-diyl diacetate (0.209 g, 0.51 mmol) was dissolved in anhydrous MeOH. Solid K2CO3 was added to the solution until it was basic, and the reaction was stirred at room temperature (1.5 h). The reaction was filtered and then concentrated in vacuo. The resulting oil was purified via flash column chromatography with a solvent system of 5:1 DCM and MeOH, providing (5R,6S,7R)-2-(2-fluoroethylamino)-5... The reactants are O=C([O-])[O-], O=C(NC1CC1)c1ccc(F)cc1O, [Cs+], [Cs+], O=[N+]([O-])c1cccc(S(=O)(=O)OCC2CO2)c1, CN(C)C=O. The product is O=C(NC1CC1)c1ccc(F)cc1OCC1CO1. Reaction SMILES: [C:32](=[O:33])([O-:34])[O-:35].[CH:1]1([NH:4][C:5]([c:6]2[c:7]([OH:13])[cH:8][c:9]([F:12])[cH:10][cH:11]2)=[O:14])[CH2:2][CH2:3]1.[Cs+:36].[Cs+:37].[O:15]1[CH:16]([CH2:18][O:19][S:20]([c:21]2[cH:22][cH:23][cH:24][c:25]([N+:26]([O-:27])=[O:28])[cH:29]2)(=[O:30])=[O:31])[CH2:17]1.[O:38]=[CH:39][N:40]([CH3:41])[CH3:42]>>[CH:1]1([NH:4][C:5]([c:6]2[c:7]([O:13][CH2:18][CH:16]3[O:15][CH2:17]3)[cH:8][c:9]([F:12])[cH:10][cH:11]2)=[O:14])[CH2:2][CH2:3]1. The reactants are C1CCOC1, CI, CS(=O)(=O)c1ncn2ccsc12, [Cl-], [Na+]. The product is CCS(=O)(=O)c1ncn2ccsc12. RXN SMILES: [CH2:17]1[O:18][CH2:19][CH2:20][CH2:21]1.[CH3:13][I:14].[CH3:1][S:2](=[O:3])(=[O:4])[c:5]1[n:6][cH:7][n:8]2[c:9]1[s:10][cH:11][cH:12]2.[Cl-:16].[Na+:15]>>[CH2:1]([S:2](=[O:3])(=[O:4])[c:5]1[n:6][cH:7][n:8]2[c:9]1[s:10][cH:11][cH:12]2)[CH3:13]. Reactants: NC=1C=NC2=CC=CC=C2C1N[C@@H](CCCNC(OC(C)(C)C)=O)CO[Si](C)(C)C(C)(C)C (tert-Butyl (4S)-4-[(3-aminoquinolin-4-yl)amino]-5-{[tert-butyl(dimethyl)silyl]oxy}pentylcarbamate), C(=O)(O)[O-].[Na+] (NaHCO3), C(Cl)(Cl)Cl (CHCl3), Cl.ClCC(OCC)=N (Ethyl 2-chloroethanimidoate hydrochloride). Solvent: ClCCCl (1,2-dichloroethane). Reaction conditions: temperature 65 celsius. Product: ethyl acetate hexanes, [Si](C)(C)(C(C)(C)C)OC[C@H](CCCNC(OC(C)(C)C)=O)N1C(=NC=2C=NC=3C=CC=CC3C21)CCl (tert-butyl (4S)-5-{[tert-butyl(dimethyl)silyl]oxy}-4-[2-(chloromethyl)-1H-imidazo[4,5-c]quinolin-1-yl]pentylcarbamate). Yield: 73.3%. RXN SMILES: [NH2:1][C:2]1[CH:3]=[N:4][C:5]2[C:10]([C:11]=1[NH:12][C@H:13]([CH2:25][O:26][Si:27]([C:30]([CH3:33])([CH3:32])[CH3:31])([CH3:29])[CH3:28])[CH2:14][CH2:15][CH2:16][NH:17][C:18](=[O:24])[O:19][C:20]([CH3:23])([CH3:22])[CH3:21])=[CH:9][CH:8]=[CH:7][CH:6]=2.Cl.[Cl:35][CH2:36][C:37](=N)OCC.C([O-])(O)=O.[Na+].C(Cl)(Cl)Cl>ClCCCl>[Si:27]([O:26][CH2:25][C@@H:13]([N:12]1[C:11]2[C:10]3[CH:9]=[CH:8][CH:7]=[CH:6][C:5]=3[N:4]=[CH:3][C:2]=2[N:1]=[C:37]1[CH2:36][Cl:35])[CH2:14][CH2:15][CH2:16][NH:17][C:18](=[O:24])[O:19][C:20]([CH3:23])([CH3:22])[CH3:21])([C:30]([CH3:33])([CH3:32])[CH3:31])([CH3:28])[CH3:29] |f:1.2,3.4|. Procedure: tert-Butyl (4S)-4-[(3-aminoquinolin-4-yl)amino]-5-{[tert-butyl(dimethyl)silyl]oxy}pentylcarbamate (1.65 g, 3.48 mmol) was dissolved in 35 mL of anhydrous 1,2-dichloroethane and the solution was stirred under N2. Ethyl 2-chloroethanimidoate hydrochloride (1.18 g, 7.47 mmol) was then added and the reaction mixture was heated to 65° C. After stirring overnight, the reaction mixture was cooled and treated with 100 mL of saturated NaHCO3 solution and 100 mL of CHCl3. The layers were separated and the... Reactants: CC(C)(C)OC(=O)NC(=N)c1ccc(CNC(=O)C2CCc3ncc(N)c(=O)n32)cc1, CS(=O)(=O)Cl, CCOC(C)=O, c1ccncc1. The product is CC(C)(C)OC(=O)NC(=N)c1ccc(CNC(=O)C2CCc3ncc(NS(C)(=O)=O)c(=O)n32)cc1. As a reaction SMILES: [C:1]([CH3:2])([CH3:3])([CH3:4])[O:5][C:6]([NH:7][C:8](=[NH:9])[c:10]1[cH:11][cH:12][c:13]([CH2:16][NH:17][C:18](=[O:19])[CH:20]2[CH2:21][CH2:22][c:23]3[n:24]2[c:25](=[O:30])[c:26]([NH2:29])[cH:27][n:28]3)[cH:14][cH:15]1)=[O:31].[CH3:32][S:33]([Cl:34])(=[O:35])=[O:36].[CH3:43][CH2:44][O:45][C:46]([CH3:47])=[O:48].[cH:37]1[cH:38][cH:39][n:40][cH:41][cH:42]1>>[C:1]([CH3:2])([CH3:3])([CH3:4])[O:5][C:6]([NH:7][C:8](=[NH:9])[c:10]1[cH:11][cH:12][c:13]([CH2:16][NH:17][C:18](=[O:19])[CH:20]2[CH2:21][CH2:22][c:23]3[n:24]2[c:25](=[O:30])[c:26]([NH:29][S:33]([CH3:32])(=[O:35])=[O:36])[cH:27][n:28]3)[cH:14][cH:15]1)=[O:31].